From a dataset of the Open Reaction Database (ORD), a public repository of structured organic reaction records. describe an organic reaction: reactants, conditions, products, and yield Reactants: [OH-].[Li+] (lithium hydroxide), C(CCC)S(=O)(=O)OC1=C(C=C(C=C1)CCCC1=CC(=C(C=C1)CCC(=O)OC)OCCCC)OC (methyl 3-(4-{3-[4-(butane-1-sulfonyloxy)-3-methoxyphenyl]propyl}-2-butoxyphenyl)propanoate). Solvent: O1CCCC1 (tetrahydrofuran). Run at time 18 hour. The product is C(CCC)S(=O)(=O)OC1=C(C=C(C=C1)CCCC1=CC(=C(C=C1)CCC(=O)O)OCCCC)OC (3-(4-{3-[4-(butane-1-sulfonyloxy)-3-methoxyphenyl]propyl}-2-butoxyphenyl)propanoic acid). Isolated yield 59.2%. Reaction SMILES: [OH-].[Li+].[CH2:3]([S:7]([O:10][C:11]1[CH:16]=[CH:15][C:14]([CH2:17][CH2:18][CH2:19][C:20]2[CH:25]=[CH:24][C:23]([CH2:26][CH2:27][C:28]([O:30]C)=[O:29])=[C:22]([O:32][CH2:33][CH2:34][CH2:35][CH3:36])[CH:21]=2)=[CH:13][C:12]=1[O:37][CH3:38])(=[O:9])=[O:8])[CH2:4][CH2:5][CH3:6]>O1CCCC1>[CH2:3]([S:7]([O:10][C:11]1[CH:16]=[CH:15][C:14]([CH2:17][CH2:18][CH2:19][C:20]2[CH:25]=[CH:24][C:23]([CH2:26][CH2:27][C:28]([OH:30])=[O:29])=[C:22]([O:32][CH2:33][CH2:34][CH2:35][CH3:36])[CH:21]=2)=[CH:13][C:12]=1[O:37][CH3:38])(=[O:8])=[O:9])[CH2:4][CH2:5][CH3:6] |f:0.1|. Procedure: 0.66 ml (0.66 mmol) of aqueous 1M lithium hydroxide solution is added to a solution of 171 mg (0.33 mmol) of methyl 3-(4-{3-[4-(butane-1-sulfonyloxy)-3-methoxyphenyl]propyl}-2-butoxyphenyl)propanoate in 3 ml of tetrahydrofuran, and the reaction mixture is then stirred for 18 hours at room temperature. After evaporating to dryness, the reaction medium is taken up in 10 ml of water and acidified with acetic acid to pH 4, and then extracted with ethyl acetate. The organic phases are combined, dried... The reactants are C1CCOC1, C[Si](C)(C)[O-], [K+], COC(=O)C12CCCCC1CC(=O)c1ccccc12. Yields the product O=C1CC2CCCCC2(C(=O)O)c2ccccc21. Reaction SMILES: [CH2:26]1[O:27][CH2:28][CH2:29][CH2:30]1.[CH3:20][Si:21]([CH3:22])([CH3:23])[O-:24].[K+:25].[O:1]=[C:2]1[c:3]2[cH:4][cH:5][cH:6][cH:7][c:8]2[C:9]2([C:16](=[O:17])[O:18][CH3:19])[CH2:10][CH2:11][CH2:12][CH2:13][CH:14]2[CH2:15]1>>[O:1]=[C:2]1[c:3]2[cH:4][cH:5][cH:6][cH:7][c:8]2[C:9]2([C:16](=[O:17])[OH:18])[CH2:10][CH2:11][CH2:12][CH2:13][CH:14]2[CH2:15]1. The reactants are C(=O)(C(F)(F)F)O (TFA), C(C)(C)(C)OC(=O)N[C@H](C(=O)O)CNC(=O)C=1N=C(C2=CC(=CC=C2C1O)OC1=CC=CC=C1)C#N (2-(S)-tert-butoxycarbonylamino-3-[(1-cyano-4-hydroxy-7-phenoxy-isoquinoline-3-carbonyl)-amino]-propionic acid), resultant mixture. Run in C(Cl)Cl (CH2Cl2). Product: N[C@H](C(=O)O)CNC(=O)C=1N=C(C2=CC(=CC=C2C1O)OC1=CC=CC=C1)C#N (2-(S)-Amino-3-[(1-cyano-4-hydroxy-7-phenoxy-isoquinoline-3-carbonyl)-amino]-propionic acid). Yield: 83.3%. Reaction SMILES: C(OC([NH:8][C@@H:9]([CH2:13][NH:14][C:15]([C:17]1[N:18]=[C:19]([C:35]#[N:36])[C:20]2[C:25]([C:26]=1[OH:27])=[CH:24][CH:23]=[C:22]([O:28][C:29]1[CH:34]=[CH:33][CH:32]=[CH:31][CH:30]=1)[CH:21]=2)=[O:16])[C:10]([OH:12])=[O:11])=O)(C)(C)C.C(O)(C(F)(F)F)=O>C(Cl)Cl>[NH2:8][C@@H:9]([CH2:13][NH:14][C:15]([C:17]1[N:18]=[C:19]([C:35]#[N:36])[C:20]2[C:25]([C:26]=1[OH:27])=[CH:24][CH:23]=[C:22]([O:28][C:29]1[CH:34]=[CH:33][CH:32]=[CH:31][CH:30]=1)[CH:21]=2)=[O:16])[C:10]([OH:12])=[O:11]. Reported procedure: To a mixture of 2-(S)-tert-butoxycarbonylamino-3-[(1-cyano-4-hydroxy-7-phenoxy-isoquinoline-3-carbonyl)-amino]-propionic acid (90 mg, 0.18 mmol) in CH2Cl2 (2 mL) was added TFA (0.5 mL). The resultant mixture was stirred at room temperature for 4 h. Reaction mixture was concentrated and residue was treated with water (80 mL). The pH value was adjusted to 9-10 by 1 N NaOH aq. Solution. Then it was acidified by 1 N HCl to pH=4-5. Precipitate was collected, rinsed with water and dried in vacuo to pr... The reactants are CN(C)C=O, [Cl-], O=C(OCCl)c1ccc(F)c(F)c1, O=c1nc(-c2cc(C(F)(F)F)ccn2)[nH]o1, [H-], [NH4+], [Na+]. Product: O=C(OCn1c(-c2cc(C(F)(F)F)ccn2)noc1=O)c1ccc(F)c(F)c1. Reaction SMILES: [CH3:34][N:35]([CH3:36])[CH:37]=[O:38].[Cl-:32].[Cl:19][CH2:20][O:21][C:22]([c:23]1[cH:24][c:25]([F:30])[c:26]([F:29])[cH:27][cH:28]1)=[O:31].[F:3][C:4]([c:5]1[cH:6][c:7](-[c:11]2[nH:12][o:13][c:14](=[O:16])[n:15]2)[n:8][cH:9][cH:10]1)([F:17])[F:18].[H-:1].[NH4+:33].[Na+:2]>>[F:3][C:4]([c:5]1[cH:6][c:7](-[c:11]2[n:12][o:13][c:14](=[O:16])[n:15]2[CH2:20][O:21][C:22]([c:23]2[cH:24][c:25]([F:30])[c:26]([F:29])[cH:27][cH:28]2)=[O:31])[n:8][cH:9][cH:10]1)([F:17])[F:18]. Reactants: C(C(C)C)N (Isobutyl amine), ClC=1C=C(C(=O)Cl)C=CC1F (3-chloro-4-fluorobenzoyl chloride). Run in C(Cl)Cl (DCM), C(Cl)Cl (DCM). Run at time 2 hour. The product is ClC=1C=C(C(=O)NCC(C)C)C=CC1F (3-chloro-4-fluoro-N-isobutylbenzamide). As a reaction SMILES: [CH2:1]([NH2:5])[CH:2]([CH3:4])[CH3:3].[Cl:6][C:7]1[CH:8]=[C:9]([CH:13]=[CH:14][C:15]=1[F:16])[C:10](Cl)=[O:11]>C(Cl)Cl>[Cl:6][C:7]1[CH:8]=[C:9]([CH:13]=[CH:14][C:15]=1[F:16])[C:10]([NH:5][CH2:1][CH:2]([CH3:4])[CH3:3])=[O:11]. Procedure details: Isobutyl amine (2 molar equivalent) was added to a solution of 3-chloro-4-fluorobenzoyl chloride (1 g) in DCM (10 ml) and stirred for 2 h. The reaction was diluted with DCM, washed with water, dried (MgSO4) and evaporated under reduced pressure to give a white solid (1.2 g). Starting materials: C(C)C1=C(N)C=CC(=C1)OC=1C=NC(=CC1)S(=O)(=O)C (2-ethyl-4-{[6-(methylsulfonyl)pyridin-3-yl]oxy}aniline), Cl (hydrochloric acid), N(=O)[O-].[Na+] (sodium nitrite), CC(C(=O)OCC)C(=O)C (ethyl 2-methylacetoacetate), [OH-].[K+] (potassium hydroxide). Solvent: O (water), CCCCCC (hexane), O (water), C(C)O (ethanol), C(C)(=O)OCC (ethyl acetate), O (water), C(C)O (ethanol). Run at temperature -7.5 celsius, time 40 minute. Yields the product C(C)C1=C(C=CC(=C1)OC=1C=NC(=CC1)S(=O)(=O)C)N\N=C(\C(=O)OCC)/C (Ethyl(2E)-2-[(2-ethyl-4-{[6-(methylsulfonyl)pyridin-3-yl]oxy}phenyl)hydrazono]propanoate). The yield is 66.0%. Reaction SMILES: [CH2:1]([C:3]1[CH:9]=[C:8]([O:10][C:11]2[CH:12]=[N:13][C:14]([S:17]([CH3:20])(=[O:19])=[O:18])=[CH:15][CH:16]=2)[CH:7]=[CH:6][C:4]=1[NH2:5])[CH3:2].Cl.[N:22]([O-])=O.[Na+].[CH3:26][CH:27](C(C)=O)[C:28]([O:30][CH2:31][CH3:32])=[O:29].[OH-].[K+]>O.C(O)C.CCCCCC.C(OCC)(=O)C>[CH2:1]([C:3]1[CH:9]=[C:8]([O:10][C:11]2[CH:12]=[N:13][C:14]([S:17]([CH3:20])(=[O:19])=[O:18])=[CH:15][CH:16]=2)[CH:7]=[CH:6][C:4]=1[NH:5]/[N:22]=[C:27](\[CH3:26])/[C:28]([O:30][CH2:31][CH3:32])=[O:29])[CH3:2] |f:2.3,5.6|. Reported procedure: A mixture of 2-ethyl-4-{[6-(methylsulfonyl)pyridin-3-yl]oxy}aniline (11.3 g), concentrated hydrochloric acid (6.8 mL), ethanol (150 mL), and water (15 mL) was cooled to −5 to −10° C., and aqueous solution (15 mL) of sodium nitrite (3.0 g) was added dropwise. After the completion of the dropwise addition, the mixture was stirred at the same temperature for 40 min. The reaction solution was added dropwise to a solution of ethyl 2-methylacetoacetate (6.1 mL) and potassium hydroxide (8.0 g) in water...